From a dataset of the Open Reaction Database (ORD), a public repository of structured organic reaction records. describe an organic reaction: reactants, conditions, products, and yield Starting materials: BrC1=CC(=C(C=C1)OC)OC (1-bromo-3,4-dimethoxybenzene), BrC1=C(C=C(C(=C1)OC)OC)[N+](=O)[O-] (1-bromo-4,5-dimethoxy-2-nitrobenzene), C(C1=CC=CC=C1)OC1=CC=C2C=C(CCC2=C1)Br (7-benzyloxy-3-bromo-1,2-dihydronaphthalene). Reaction SMILES: BrC1C=CC(OC)=C(OC)C=1.Br[C:13]1[CH:18]=[C:17]([O:19][CH3:20])[C:16]([O:21][CH3:22])=[CH:15][C:14]=1[N+:23]([O-:25])=[O:24].[CH2:26]([O:33][C:34]1[CH:43]=[C:42]2[C:37]([CH:38]=[C:39](Br)[CH2:40][CH2:41]2)=[CH:36][CH:35]=1)[C:27]1[CH:32]=[CH:31][CH:30]=[CH:29][CH:28]=1>>[CH2:26]([O:33][C:34]1[CH:43]=[C:42]2[C:37]([CH:38]=[C:39]([C:13]3[CH:18]=[C:17]([O:19][CH3:20])[C:16]([O:21][CH3:22])=[CH:15][C:14]=3[N+:23]([O-:25])=[O:24])[CH2:40][CH2:41]2)=[CH:36][CH:35]=1)[C:27]1[CH:28]=[CH:29][CH:30]=[CH:31][CH:32]=1. Procedure details: Synthesized from 1-bromo-3,4-dimethoxybenzene according to an analogous synthetic method to Preparation Example 108, 1-bromo-4,5-dimethoxy-2-nitrobenzene (7.5 g) and 7-benzyloxy-3-bromo-1,2-dihydronaphthalene (4.5 g) were used according to an analogous synthetic method to Preparation Example 107 to provide 7-benzyloxy-3-(4,5-dimethoxy-2-nitrophenyl)-1,2-dihydronaphthalene (1.3 g). The total amount of this compound was used according to an analogous synthetic method to Example 30 to provide the t... Product: C(C1=CC=CC=C1)OC1=CC=C2C=C(CCC2=C1)C1=C(C=C(C(=C1)OC)OC)[N+](=O)[O-] (7-benzyloxy-3-(4,5-dimethoxy-2-nitrophenyl)-1,2-dihydronaphthalene). The yield is 21.8%. The reactants are Brc1ccc(C2(Cc3ccccc3)c3ccccc3-c3nccn32)cc1, C1CCOC1, [Li]CCCC, CC(C)=O. Yields the product CC(C)(O)c1ccc(C2(Cc3ccccc3)c3ccccc3-c3nccn32)cc1. Reaction SMILES: [CH2:1]([c:2]1[cH:3][cH:4][cH:5][cH:6][cH:7]1)[C:8]1([c:20]2[cH:21][cH:22][c:23]([Br:26])[cH:24][cH:25]2)[n:9]2[c:10]([n:17][cH:18][cH:19]2)-[c:11]2[cH:12][cH:13][cH:14][cH:15][c:16]21.[CH2:36]1[O:37][CH2:38][CH2:39][CH2:40]1.[CH3:27][CH2:28][CH2:29][CH2:30][Li:31].[CH3:32][C:33]([CH3:34])=[O:35]>>[CH2:1]([c:2]1[cH:3][cH:4][cH:5][cH:6][cH:7]1)[C:8]1([c:20]2[cH:21][cH:22][c:23]([C:33]([CH3:32])([CH3:34])[OH:35])[cH:24][cH:25]2)[n:9]2[c:10]([n:17][cH:18][cH:19]2)-[c:11]2[cH:12][cH:13][cH:14][cH:15][c:16]21. Product: CC1(OCCN1CCNC1=CC=C(C=2C(C3=C(C=CC(=C3C(C12)=O)O)O)=O)NCCN1C(OCC1)(C)C)C (1,4-Bis[[2-(2,2-dimethyl-3-oxazolidinyl)ethyl]amino]-5,8-dihydroxyanthraquinone). Reported procedure: A suspension of 3.11 g. of 1,4-dihydroxy-5,8-bis[[2-(2-hydroxyethylamino)ethyl]amino]anthraquinone [prepared as described in Example 1(A)] in 150 ml. of acetone is stirred and heated under rapid reflux. The condensate is returned to the flask by percolation through a dehydration system consisting of 40 g. of 4 A molecular sieves supported by a sintered glass plate. After a 24 hour reaction period the resulting solid is collected by filtration and is washed with hot acetone to give 2.77 g. of the... The reactants are OC1=CC=C(C=2C(C3=C(C=CC(=C3C(C12)=O)NCCNCCO)NCCNCCO)=O)O (1,4-dihydroxy-5,8-bis[[2-(2-hydroxyethylamino)ethyl]amino]anthraquinone). Reaction SMILES: [OH:1][C:2]1[C:15]2[C:14](=[O:16])[C:13]3[C:8](=[C:9]([NH:24][CH2:25][CH2:26][NH:27][CH2:28][CH2:29][OH:30])[CH:10]=[CH:11][C:12]=3[NH:17][CH2:18][CH2:19][NH:20][CH2:21][CH2:22][OH:23])[C:7](=[O:31])[C:6]=2[C:5]([OH:32])=[CH:4][CH:3]=1>CC(C)=O>[CH3:3][C:2]1([CH3:15])[N:27]([CH2:26][CH2:25][NH:24][C:9]2[C:8]3[C:7](=[O:31])[C:6]4[C:15](=[C:2]([OH:1])[CH:3]=[CH:4][C:5]=4[OH:32])[C:14](=[O:16])[C:13]=3[C:12]([NH:17][CH2:18][CH2:19][N:20]3[CH2:21][CH2:22][O:23][C:5]3([CH3:6])[CH3:4])=[CH:11][CH:10]=2)[CH2:28][CH2:29][O:30]1. Run in CC(=O)C (acetone). Starting materials: CC(=O)OC(C)=O, CN(C)c1ccncc1, CC12CCC3C(CC(CO)C4CC(=O)CCC43C)C1CCC2=O, c1ccncc1. Yields the product CC(=O)OCC1CC2C3CCC(=O)C3(C)CCC2C2(C)CCC(=O)CC12. RXN SMILES: [CH3:24][C:25](=[O:26])[O:27][C:28]([CH3:29])=[O:30].[CH3:37][N:38]([c:39]1[cH:40][cH:41][n:42][cH:43][cH:44]1)[CH3:45].[OH:1][CH2:2][CH:3]1[CH2:4][CH:5]2[CH:6]3[CH2:7][CH2:8][C:9](=[O:23])[C:10]3([CH3:11])[CH2:12][CH2:13][CH:14]2[C:15]2([CH3:22])[CH2:16][CH2:17][C:18](=[O:21])[CH2:19][CH:20]12.[cH:31]1[cH:32][cH:33][n:34][cH:35][cH:36]1>>[O:1]([CH2:2][CH:3]1[CH2:4][CH:5]2[CH:6]3[CH2:7][CH2:8][C:9](=[O:23])[C:10]3([CH3:11])[CH2:12][CH2:13][CH:14]2[C:15]2([CH3:22])[CH2:16][CH2:17][C:18](=[O:21])[CH2:19][CH:20]12)[C:25]([CH3:24])=[O:26]. The reactants are FC(C(=O)O)(F)F.N[C@@H]1C(NC2=C(OC1)C=C(C=C2)C)=O ((S)-3-amino-8-methyl-2,3-dihydrobenzo[b][1,4]oxazepin-4(5H)-one trifluoroacetate), material, C(C)(C)(C)OC(=O)N[C@H](C(=O)O)CO ((S)-2-(tert-butoxycarbonylamino)-3-hydroxypropanoic acid), FC1=C(C=C(C=C1)C(F)(F)F)[N+](=O)[O-] (1-fluoro-2-nitro-4-(trifluoromethyl)benzene). Solvent: CCCCCC (hexane). Product: FC(C(=O)O)(F)F.N[C@@H]1C(NC2=C(OC1)C=CC(=C2)C(F)(F)F)=O ((S)-3-Amino-7-trifluormethyl-2,3-dihydrobenzo[b][1,4]oxazepin-4 (5H)-one trifluoro acetate). Reaction SMILES: [F:1][C:2]([F:7])([F:6])[C:3]([OH:5])=[O:4].[NH2:8][C@H:9]1[CH2:15][O:14][C:13]2[CH:16]=[C:17](C)[CH:18]=[CH:19][C:12]=2[NH:11][C:10]1=[O:21].C(OC(N[C@@H](CO)C(O)=O)=O)(C)(C)C.FC1C=CC([C:43]([F:46])([F:45])[F:44])=CC=1[N+]([O-])=O>CCCCCC>[F:1][C:2]([F:7])([F:6])[C:3]([OH:5])=[O:4].[NH2:8][C@H:9]1[CH2:15][O:14][C:13]2[CH:16]=[CH:17][C:18]([C:43]([F:46])([F:45])[F:44])=[CH:19][C:12]=2[NH:11][C:10]1=[O:21] |f:0.1,5.6|. Procedure: In a similar manner to that described for the preparation of (S)-3-amino-8-methyl-2,3-dihydrobenzo[b][1,4]oxazepin-4(5H)-one trifluoroacetate except in Step 3 the reaction mixture was stirred for 4 h and in the material obtained in Step 4 was triturated with hexane, (S)-2-(tert-butoxycarbonylamino)-3-hydroxypropanoic acid (4.1 g, 20.0 mmol) and 1-fluoro-2-nitro-4-(trifluoromethyl)benzene (4.18 g, 20.0 mmol) were converted to the title compound (1.06 g) which was used without purification. Starting materials: Cl (Hydrogen chloride), ClC=1C=C2CCC(C2=CC1)=O (5-chloro-1-indanone), ClCl (chlorine). Run in C(C)(=O)O (acetic acid). Conditions: time 3 hour. Product: ClC1C(C2=CC=C(C=C2C1)Cl)=O (2,5-Dichloro-1-indanone). As a reaction SMILES: [ClH:1].[Cl:2][C:3]1[CH:4]=[C:5]2[C:9](=[CH:10][CH:11]=1)[C:8](=[O:12])[CH2:7][CH2:6]2.ClCl>C(O)(=O)C>[Cl:1][CH:7]1[CH2:6][C:5]2[C:9](=[CH:10][CH:11]=[C:3]([Cl:2])[CH:4]=2)[C:8]1=[O:12]. Procedure details: Hydrogen chloride gas is passed into a solution of 10.11 g (60 mmoles) of 5-chloro-1-indanone in 50 ml of glacial acetic acid at 10°-15° C. for 30 minutes. 4.25 g (60 mmoles) of condensed chlorine are then allowed to flow slowly into the solution at 10° C. and the mixture is allowed to come gradually to room temperature and is subsequently stirred for 3 hours. After standing overnight, the solution is poured onto ice, the oil which separates out is extracted with acetic acid ethyl ester and the ... Reactants: [H-].[Na+] (sodium hydride), oil, C(C1=CC=CC=C1)OC[C@@H](CNC([C@H](CC)Cl)=O)O ((S)—N—((R)-3-(benzyloxy)-2-hydroxypropyl)-2-chlorobutanamide). Run in C1CCOC1 (THF), C1CCOC1 (THF). Reaction conditions: temperature 0 celsius. The product is C(C1=CC=CC=C1)OC[C@@H]1O[C@@H](C(NC1)=O)CC ((2R,6R)-6-((benzyloxy)methyl)-2-ethylmorpholin-3-one). Yield: 99.2%. As a reaction SMILES: [H-].[Na+].[CH2:3]([O:10][CH2:11][C@H:12]([OH:21])[CH2:13][NH:14][C:15](=[O:20])[C@@H:16](Cl)[CH2:17][CH3:18])[C:4]1[CH:9]=[CH:8][CH:7]=[CH:6][CH:5]=1>C1COCC1>[CH2:3]([O:10][CH2:11][C@H:12]1[CH2:13][NH:14][C:15](=[O:20])[C@@H:16]([CH2:17][CH3:18])[O:21]1)[C:4]1[CH:9]=[CH:8][CH:7]=[CH:6][CH:5]=1 |f:0.1|. Procedure details: To stirred suspension of sodium hydride (203.1 mg, 5.1 mmol as a 60% oil dispersion) in THF (18 mL) cooled to 0° C. was added dropwise (S)—N—((R)-3-(benzyloxy)-2-hydroxypropyl)-2-chlorobutanamide (362.8 mg, 1.270 mmol) in THF (3.8 mL) over a 5-min period after which the reaction was stirred at 0° C. for 30 min followed by stirring at rt for 5 h. The completed reaction was quenched with the slow addition of IPA (1 mL) followed by adding Dowex 50, H+ form, until a neutral to acidic pH was observed... Reported procedure: Following the procedure described in EXAMPLE 1, and making non-critical variations using 1-(diphenylmethyl)-3-(6-hydroxy-2,3-dihydro-1-benzofuran-5-yl)-3-(hydroxymethyl)-1,3-dihydro-2H-indol-2-one to replace 1-(2-cyclopropylethyl)-3-(6-hydroxy-1,3-benzodioxol-5-yl)-3-(hydroxymethyl)-1,3-dihydro-2H-indol-2-one, the title compound was obtained (51%) as a white solid: MS (ES+) m/z 446.3 (M+1). The product is C1(=CC=CC=C1)C(N1C(C2(C3=CC=CC=C13)C1=C(OC2)C=C2OCCC2=C1)=O)C1=CC=CC=C1 (1′-(diphenylmethyl)-5,6-dihydrospiro[benzo[1,2-b:5,4-b′]difuran-3,3′-indol]-2′(1′H)-one). The reactants are C1(=CC=CC=C1)C(N1C(C(C2=CC=CC=C12)(CO)C=1C(=CC2=C(CCO2)C1)O)=O)C1=CC=CC=C1 (1-(diphenylmethyl)-3-(6-hydroxy-2,3-dihydro-1-benzofuran-5-yl)-3-(hydroxymethyl)-1,3-dihydro-2H-indol-2-one), C1(CC1)CCN1C(C(C2=CC=CC=C12)(CO)C1=CC2=C(OCO2)C=C1O)=O (1-(2-cyclopropylethyl)-3-(6-hydroxy-1,3-benzodioxol-5-yl)-3-(hydroxymethyl)-1,3-dihydro-2H-indol-2-one). As a reaction SMILES: [C:1]1([CH:7]([C:30]2[CH:35]=[CH:34][CH:33]=[CH:32][CH:31]=2)[N:8]2[C:16]3[C:11](=[CH:12][CH:13]=[CH:14][CH:15]=3)[C:10]([C:19]3[C:20](O)=[CH:21][C:22]4[O:26][CH2:25][CH2:24][C:23]=4[CH:27]=3)([CH2:17][OH:18])[C:9]2=[O:29])[CH:6]=[CH:5][CH:4]=[CH:3][CH:2]=1.C1(CCN2C3C(=CC=CC=3)C(C3C(O)=CC4OCOC=4C=3)(CO)C2=O)CC1>>[C:1]1([CH:7]([C:30]2[CH:35]=[CH:34][CH:33]=[CH:32][CH:31]=2)[N:8]2[C:16]3[C:11](=[CH:12][CH:13]=[CH:14][CH:15]=3)[C:10]3([CH2:17][O:18][C:20]4[CH:21]=[C:22]5[C:23](=[CH:27][C:19]3=4)[CH2:24][CH2:25][O:26]5)[C:9]2=[O:29])[CH:6]=[CH:5][CH:4]=[CH:3][CH:2]=1. The reactants are CCCNCCC, CN1Cc2c(-c3nc(CCl)co3)ncn2-c2ccccc2C1=O, C1CCOC1. Yields the product CCCN(CCC)Cc1coc(-c2ncn3c2CN(C)C(=O)c2ccccc2-3)n1. As a reaction SMILES: [CH2:24]([CH2:25][CH3:26])[NH:27][CH2:28][CH2:29][CH3:30].[Cl:1][CH2:2][c:3]1[n:4][c:5](-[c:8]2[n:9][cH:10][n:11]3[c:12]2[CH2:13][N:14]([CH3:23])[C:15](=[O:22])[c:16]2[c:17]-3[cH:18][cH:19][cH:20][cH:21]2)[o:6][cH:7]1.[O:31]1[CH2:32][CH2:33][CH2:34][CH2:35]1>>[CH2:2]([c:3]1[n:4][c:5](-[c:8]2[n:9][cH:10][n:11]3[c:12]2[CH2:13][N:14]([CH3:23])[C:15](=[O:22])[c:16]2[c:17]-3[cH:18][cH:19][cH:20][cH:21]2)[o:6][cH:7]1)[N:27]([CH2:24][CH2:25][CH3:26])[CH2:28][CH2:29][CH3:30].